Dataset: the Open Reaction Database (ORD), a public repository of structured organic reaction records. Task: describe an organic reaction: reactants, conditions, products, and yield Reactants: C(C)(C)(C)OC(CN)=O (glycine tert-butyl ester), COC(C(CC=O)(C)C)=O (2,2-dimethyl-4-oxo-butyric acid methyl ester). The solvent is C(Cl)Cl (CH2Cl2). Yields the product COC(C(C/C=N/CC(=O)OC(C)(C)C)(C)C)=O (4-[(E)-tert-butoxycarbonylmethylimino]-2,2-dimethyl-butyric acid methyl ester). The yield is 98.1%. As a reaction SMILES: [C:1]([O:5][C:6](=[O:9])[CH2:7][NH2:8])([CH3:4])([CH3:3])[CH3:2].[CH3:10][O:11][C:12](=[O:19])[C:13]([CH3:18])([CH3:17])[CH2:14][CH:15]=O>C(Cl)Cl>[CH3:10][O:11][C:12](=[O:19])[C:13]([CH3:18])([CH3:17])[CH2:14]/[CH:15]=[N:8]/[CH2:7][C:6]([O:5][C:1]([CH3:4])([CH3:3])[CH3:2])=[O:9]. Procedure: Step D In a manner similar to the method described in Example 1a, glycine tert-butyl ester (1.09 g, 8.32 mmol) was reacted with 2,2-dimethyl-4-oxo-butyric acid methyl ester (1.2 g, 8.32 mmol) in CH2Cl2 at room temperature for 18 h to give 4-[(E)-tert-butoxycarbonylmethylimino]-2,2-dimethyl-butyric acid methyl ester as a colorless oil (2.1 g, 100%). Reactants: CCCc1c(OCCCOc2cc(NC(=O)c3nnnn3Cc3ccc(OC)cc3)c(C)cc2Br)ccc(C(C)=O)c1O, COc1ccccc1, O=C(O)C(F)(F)F. Product: CCCc1c(OCCCOc2cc(NC(=O)c3nnn[nH]3)c(C)cc2Br)ccc(C(C)=O)c1O. RXN SMILES: [C:1]([CH3:2])(=[O:3])[c:4]1[c:5]([OH:43])[c:6]([CH2:40][CH2:41][CH3:42])[c:7]([O:8][CH2:9][CH2:10][CH2:11][O:12][c:13]2[cH:14][c:15]([NH:21][C:22](=[O:23])[c:24]3[n:25][n:26][n:27][n:28]3[CH2:29][c:30]3[cH:31][cH:32][c:33]([O:34][CH3:35])[cH:36][cH:37]3)[c:16]([CH3:20])[cH:17][c:18]2[Br:19])[cH:38][cH:39]1.[CH3:51][O:52][c:53]1[cH:54][cH:55][cH:56][cH:57][cH:58]1.[OH:44][C:45]([C:46]([F:47])([F:48])[F:49])=[O:50]>>[C:1]([CH3:2])(=[O:3])[c:4]1[c:5]([OH:43])[c:6]([CH2:40][CH2:41][CH3:42])[c:7]([O:8][CH2:9][CH2:10][CH2:11][O:12][c:13]2[cH:14][c:15]([NH:21][C:22](=[O:23])[c:24]3[nH:25][n:26][n:27][n:28]3)[c:16]([CH3:20])[cH:17][c:18]2[Br:19])[cH:38][cH:39]1. Reactants: Cl.CN(C)CC1CCC(=CC1=O)NCC1=C(C=CC=C1)I (6-[(Dimethylamino)methyl]-3-[(2-iodophenyl)methylamino]-2-cyclohexen-1-one hydrochloride), CC=1NC=CN1 (2-methylimidazole). The solvent is CN(C=O)C (dimethylformamide). The product is IC1=C(C=CC=C1)CNC1=CC(C(CC1)CN1C(=NC=C1)C)=O (3-[(2-Iodophenyl)methylamino]-6-[(2-methyl-1H-imidazol-1-yl)methyl]-2-cyclohexen-1-one). Yield: 43.7%. As a reaction SMILES: Cl.CN([CH2:5][CH:6]1[C:11](=[O:12])[CH:10]=[C:9]([NH:13][CH2:14][C:15]2[CH:20]=[CH:19][CH:18]=[CH:17][C:16]=2[I:21])[CH2:8][CH2:7]1)C.[CH3:22][C:23]1[NH:24][CH:25]=[CH:26][N:27]=1>CN(C)C=O>[I:21][C:16]1[CH:17]=[CH:18][CH:19]=[CH:20][C:15]=1[CH2:14][NH:13][C:9]1[CH2:8][CH2:7][CH:6]([CH2:5][N:24]2[CH:25]=[CH:26][N:27]=[C:23]2[CH3:22])[C:11](=[O:12])[CH:10]=1 |f:0.1|. Reported procedure: A mixture of the product of Stage (ii) (350 mg) and 2-methylimidazole (350 mg) in dry dimethylformamide (25 ml) was heated at 100° under nitrogen for 24 h. The cooled reaction mixture was evaporated in vacuo and purified by flash chromatography (C) to give, as the second eluted major component, the title compound (153 mg) as a gum. T.l.c. (C), Rf 0.35 Reactants: OO (hydrogen peroxide), BrC=1C(=C(COC(=O)N2[C@@H](CN(CC2)C(=O)OC(C)(C)C)CC)C(=CC1)F)F ((R)-2-Ethyl-piperazine-1,4-dicarboxylic acid 4-tert-butyl ester 1-(3-bromo-2,6-difluoro-benzyl) ester), C(C)(=O)O (Acetic acid), C(CCC)[Li] (n-butyllithium). Run in O1CCCC1 (tetrahydrofuran). Run at temperature -78 celsius. Yields the product FC1=C(COC(=O)N2[C@@H](CN(CC2)C(=O)OC(C)(C)C)CC)C(=CC=C1O)F ((R)-2-Ethyl-piperazine-1,4-dicarboxylic acid 4-tert-butyl ester 1-(2,6-difluoro-3-hydroxy-benzyl) ester). The yield is 28.0%. As a reaction SMILES: Br[C:2]1[C:3]([F:28])=[C:4]([C:24]([F:27])=[CH:25][CH:26]=1)[CH2:5][O:6][C:7]([N:9]1[CH2:14][CH2:13][N:12]([C:15]([O:17][C:18]([CH3:21])([CH3:20])[CH3:19])=[O:16])[CH2:11][C@H:10]1[CH2:22][CH3:23])=[O:8].C([Li])CCC.C(O)(=[O:36])C.OO>O1CCCC1>[F:28][C:3]1[C:2]([OH:36])=[CH:26][CH:25]=[C:24]([F:27])[C:4]=1[CH2:5][O:6][C:7]([N:9]1[CH2:14][CH2:13][N:12]([C:15]([O:17][C:18]([CH3:21])([CH3:20])[CH3:19])=[O:16])[CH2:11][C@H:10]1[CH2:22][CH3:23])=[O:8]. Procedure: (R)-2-Ethyl-piperazine-1,4-dicarboxylic acid 4-tert-butyl ester 1-(3-bromo-2,6-difluoro-benzyl) ester (3.9 g, 8 mM) was dissolved in tetrahydrofuran (120 mL), trisopropylborate (3.1 g, 17 mM) was added and the mixture was cooled to −78° C. At this low temperature n-butyllithium (7.8 mL, 1.6N) was added drop by drop with stirring. The mixture was stirred for 45 min at −78° C., for another 45 min at −50° C. and for 15 min at 0° C. Acetic acid (4.4 mL, 50%) was added slowly with stirring (0–5° C.),...